Task: describe an organic reaction: reactants, conditions, products, and yield. Dataset: the Open Reaction Database (ORD), a public repository of structured organic reaction records As a reaction SMILES: [F:1][C:2]1[CH:3]=[CH:4][C:5]([O:27][CH3:28])=[C:6]([C:8]2[CH:13]=[CH:12][N:11]=[C:10]3[N:14]([S:18]([C:21]4[CH:26]=[CH:25][CH:24]=[CH:23][CH:22]=4)(=[O:20])=[O:19])[C:15](I)=[CH:16][C:9]=23)[CH:7]=1.CC1(C)C(C)(C)OB([C:37]2[CH2:42][CH2:41][N:40]([C:43]([O:45][C:46]([CH3:49])([CH3:48])[CH3:47])=[O:44])[CH2:39][CH:38]=2)O1.C(=O)(O)[O-].[Na+]>CN(C)C=O>[F:1][C:2]1[CH:3]=[CH:4][C:5]([O:27][CH3:28])=[C:6]([C:8]2[CH:13]=[CH:12][N:11]=[C:10]3[N:14]([S:18]([C:21]4[CH:26]=[CH:25][CH:24]=[CH:23][CH:22]=4)(=[O:20])=[O:19])[C:15]([C:37]4[CH2:42][CH2:41][N:40]([C:43]([O:45][C:46]([CH3:49])([CH3:48])[CH3:47])=[O:44])[CH2:39][CH:38]=4)=[CH:16][C:9]=23)[CH:7]=1 |f:2.3|. Reactants: FC=1C=CC(=C(C1)C1=C2C(=NC=C1)N(C(=C2)I)S(=O)(=O)C2=CC=CC=C2)OC (4-(5-fluoro-2-methoxyphenyl)-2-iodo-1-(phenylsulfonyl)-1H-pyrrolo[2,3-b]pyridine), CC1(OB(OC1(C)C)C1=CCN(CC1)C(=O)OC(C)(C)C)C (tert-butyl 4-(4,4,5,5-tetramethyl-1,3,2-dioxaborolan-2-yl)-5,6-dihydropyridine-1(2H)-carboxylate), tetrakistriphenylphosphine palladium, C([O-])(O)=O.[Na+] (sodium bicarbonate). Product: FC=1C=CC(=C(C1)C1=C2C(=NC=C1)N(C(=C2)C2=CCN(CC2)C(=O)OC(C)(C)C)S(=O)(=O)C2=CC=CC=C2)OC (tert-butyl 4-(4-(5-fluoro-2-methoxyphenyl)-1-(phenylsulfonyl)-1H-pyrrolo[2,3-b]pyridin-2-yl)-5,6-dihydropyridine-1(2H)-carboxylate). The solvent is CN(C=O)C (N,N-dimethylformamide). Reported procedure: A mixture of Example 87B (1.600 g, 3.15 mmol), tert-butyl 4-(4,4,5,5-tetramethyl-1,3,2-dioxaborolan-2-yl)-5,6-dihydropyridine-1(2H)-carboxylate (1.071 g, 3.46 mmol), tetrakistriphenylphosphine palladium (0.182 g, 0.157 mmol), and aqueous sodium bicarbonate solution (15 mL) in N,N-dimethylformamide (60 mL) was degassed with nitrogen and heated at 80° C. for 3 hours. After cooling, the mixture was quenched with water and brine and extracted with ethyl acetate (twice). The combined organic layers w... Run at temperature 80 celsius.